From a dataset of the Open Reaction Database (ORD), a public repository of structured organic reaction records. describe an organic reaction: reactants, conditions, products, and yield Starting materials: S1C=NC2=C1C=C(C=C2)NC=2N=NC(=C(C2)C2=CC=C(C=C2)C(F)(F)F)Cl (benzothiazol-6-yl-[6-chloro-5-(4-trifluoromethylphenyl)pyridazin-3-yl]amine), C1=C(C=CC2=CC=CC=C12)B(O)O (2-naphthaleneboronic acid), C(=O)([O-])[O-].[Na+].[Na+] (Na2CO3), C(OC)COC (dimethoxyethane). Reagents/catalysts: Cl[Pd]([P](C1=CC=CC=C1)(C2=CC=CC=C2)C3=CC=CC=C3)([P](C4=CC=CC=C4)(C5=CC=CC=C5)C6=CC=CC=C6)Cl ((Ph3P)2PdCl2). Solvent: C(C)(=O)OCC (ethyl acetate), O (water), CCO (EtOH). Conditions: temperature 120 celsius. The product is S1C=NC2=C1C=C(C=C2)NC=2N=NC(=C(C2)C2=CC=C(C=C2)C(F)(F)F)C2=CC1=CC=CC=C1C=C2 (Benzothiazol-6-yl-[6-(2-naphthyl)-5-(4-trifluoromethylphenyl)pyridazin-3-yl]amine). RXN SMILES: [S:1]1[C:5]2[CH:6]=[C:7]([NH:10][C:11]3[N:12]=[N:13][C:14](Cl)=[C:15]([C:17]4[CH:22]=[CH:21][C:20]([C:23]([F:26])([F:25])[F:24])=[CH:19][CH:18]=4)[CH:16]=3)[CH:8]=[CH:9][C:4]=2[N:3]=[CH:2]1.[CH:28]1[C:37]2[C:32](=[CH:33][CH:34]=[CH:35][CH:36]=2)[CH:31]=[CH:30][C:29]=1B(O)O.C([O-])([O-])=O.[Na+].[Na+].C(COC)OC>C(OCC)(=O)C.Cl[Pd](Cl)([P](C1C=CC=CC=1)(C1C=CC=CC=1)C1C=CC=CC=1)[P](C1C=CC=CC=1)(C1C=CC=CC=1)C1C=CC=CC=1.O.CCO>[S:1]1[C:5]2[CH:6]=[C:7]([NH:10][C:11]3[N:12]=[N:13][C:14]([C:30]4[CH:29]=[CH:28][C:37]5[C:32](=[CH:33][CH:34]=[CH:35][CH:36]=5)[CH:31]=4)=[C:15]([C:17]4[CH:22]=[CH:21][C:20]([C:23]([F:26])([F:25])[F:24])=[CH:19][CH:18]=4)[CH:16]=3)[CH:8]=[CH:9][C:4]=2[N:3]=[CH:2]1 |f:2.3.4,^1:61,80|. Procedure: (Ph3P)2PdCl2 (0.026 g, 0.038 mmol, Strem) was added to a mixture of benzothiazol-6-yl-[6-chloro-5-(4-trifluoromethylphenyl)pyridazin-3-yl]amine (0.203 g, 0.5 mmol, Example 81(e), 2-naphthaleneboronic acid (0.129 g, 0.75 mmol, Aldrich), Na2CO3 (0.053 g, 0.5 mmol), dimethoxyethane (1.4 mL), EtOH (0.4 mL) and water (0.6 mL). The reaction mixture was heated in a microwave at 120° C. for 15 min with stirring under nitrogen. The reaction mixture was cooled to room temperature, diluted with ethyl aceta...